This data is from the Open Reaction Database (ORD), a public repository of structured organic reaction records. The task is: describe an organic reaction: reactants, conditions, products, and yield Reactants: CNS(=O)(=O)c1ccc(C(O)C2CCN(C(=O)OC(C)(C)C)CC2)cc1, ClCCl, O=[Cr](=O)([O-])Cl, c1cc[nH+]cc1. Yields the product CNS(=O)(=O)c1ccc(C(=O)C2CCN(C(=O)OC(C)(C)C)CC2)cc1. Reaction SMILES: [C:1]([CH3:2])([CH3:3])([CH3:4])[O:5][C:6](=[O:7])[N:8]1[CH2:9][CH2:10][CH:11]([CH:14]([c:15]2[cH:16][cH:17][c:18]([S:21]([NH:22][CH3:23])(=[O:24])=[O:25])[cH:19][cH:20]2)[OH:26])[CH2:12][CH2:13]1.[Cl:38][CH2:39][Cl:40].[O:27]=[Cr:28]([Cl:29])([O-:30])=[O:31].[nH+:32]1[cH:33][cH:34][cH:35][cH:36][cH:37]1>>[C:1]([CH3:2])([CH3:3])([CH3:4])[O:5][C:6](=[O:7])[N:8]1[CH2:9][CH2:10][CH:11]([C:14]([c:15]2[cH:16][cH:17][c:18]([S:21]([NH:22][CH3:23])(=[O:24])=[O:25])[cH:19][cH:20]2)=[O:26])[CH2:12][CH2:13]1. Yields the product Cn1nc2cc(N)ccc2c1COC(c1ccccc1)(c1ccccc1)c1ccccc1. Reaction SMILES: [Al+3:36].[CH2:41]1[O:42][CH2:43][CH2:44][CH2:45]1.[CH3:1][n:2]1[n:3][c:4]2[cH:5][c:6]([N+:32]([O-:33])=[O:34])[cH:7][cH:8][c:9]2[c:10]1[CH2:11][O:12][C:13]([c:14]1[cH:15][cH:16][cH:17][cH:18][cH:19]1)([c:20]1[cH:21][cH:22][cH:23][cH:24][cH:25]1)[c:26]1[cH:27][cH:28][cH:29][cH:30][cH:31]1.[H-:35].[H-:38].[H-:39].[H-:40].[Li+:37]>>[CH3:1][n:2]1[n:3][c:4]2[cH:5][c:6]([NH2:32])[cH:7][cH:8][c:9]2[c:10]1[CH2:11][O:12][C:13]([c:14]1[cH:15][cH:16][cH:17][cH:18][cH:19]1)([c:20]1[cH:21][cH:22][cH:23][cH:24][cH:25]1)[c:26]1[cH:27][cH:28][cH:29][cH:30][cH:31]1. The reactants are [Al+3], C1CCOC1, Cn1nc2cc([N+](=O)[O-])ccc2c1COC(c1ccccc1)(c1ccccc1)c1ccccc1, [H-], [H-], [H-], [H-], [Li+]. Reactants: [N+](=O)([O-])C(=CC=1SC=C(C1)N1C=NC=C1)C (1-[2-(2-nitro-1-propenyl)-4-thienyl]-imidazole), hexahydrate, O (water), Cl (hydrochloric acid). Reagents/catalysts: [Fe] (iron). The solvent is CO (methanol), CO (methanol). Yields the product N1(C=NC=C1)C=1C=C(SC1)CC(C)=O (1-[4-(1-imidazolyl)-2-thienyl]-2-propanone). As a reaction SMILES: [N+]([C:4]([CH3:16])=[CH:5][C:6]1[S:7][CH:8]=[C:9]([N:11]2[CH:15]=[CH:14][N:13]=[CH:12]2)[CH:10]=1)([O-])=O.[OH2:17].Cl>[Fe].CO>[N:11]1([C:9]2[CH:10]=[C:6]([CH2:5][C:4](=[O:17])[CH3:16])[S:7][CH:8]=2)[CH:15]=[CH:14][N:13]=[CH:12]1. Reported procedure: A mixture of 34 g (1-[2-(2-nitro-1-propenyl)-4-thienyl]-imidazole, 65 g iron powder, 0.9 ferrichloride hexahydrate, 51 ml methanol and 100 ml water are heated to reflux temperature while stirring. At this temperature, 65 ml concentrated hydrochloric acid are added dropwise within 1 hour. Subsequently, stirring is continued for 11/2 hours under reflux. After cooling, the mixture is stirred into 4 times the amount of methanol. Then, it is filtrated. The filtrate is evaporated to about 1/5 of its v... The reactants are CC(N)C(N)(c1ccc(F)cc1)c1ccc(F)nc1, O=C(O)c1ccc(=O)n(CC(F)F)c1. Product: CC1NC(c2ccc(=O)n(CC(F)F)c2)=NC1(c1ccc(F)cc1)c1ccc(F)nc1. As a reaction SMILES: [F:1][c:2]1[cH:3][cH:4][c:5]([C:8]([CH:9]([CH3:10])[NH2:11])([NH2:12])[c:13]2[cH:14][n:15][c:16]([F:19])[cH:17][cH:18]2)[cH:6][cH:7]1.[F:20][CH:21]([CH2:22][n:23]1[c:24](=[O:32])[cH:25][cH:26][c:27]([C:29]([OH:30])=[O:31])[cH:28]1)[F:33]>>[F:1][c:2]1[cH:3][cH:4][c:5]([C:8]2([c:13]3[cH:14][n:15][c:16]([F:19])[cH:17][cH:18]3)[CH:9]([CH3:10])[NH:11][C:29]([c:27]3[cH:26][cH:25][c:24](=[O:32])[n:23]([CH2:22][CH:21]([F:20])[F:33])[cH:28]3)=[N:12]2)[cH:6][cH:7]1. The reactants are O (water), C(=C)(F)F.C(\C=C/C(=O)[O-])(=O)OC (vinylidene fluoride monomethyl maleate). Solvent: C(C)(=O)OCC (ethyl acetate). Product: methylcellulose, C(=O)(OC(C)C)OOC(=O)OC(C)C (di-iso-propyl peroxydicarbonate), C(=C)(F)F (vinylidene fluoride), C(\C=C/C(=O)[O-])(=O)OC (monomethyl maleate). Reaction SMILES: [OH2:1].[C:2]([F:5])([F:4])=[CH2:3].[C:6]([O:13][CH3:14])(=[O:12])/[CH:7]=[CH:8]\[C:9]([O-:11])=[O:10]>C(OCC)(=O)C>[C:6]([O:12][O:13][C:6]([O:12][CH:2]([CH3:3])[CH3:3])=[O:1])([O:13][CH:14]([CH3:2])[CH3:14])=[O:1].[C:2]([F:5])([F:4])=[CH2:3].[C:6]([O:13][CH3:14])(=[O:12])/[CH:7]=[CH:8]\[C:9]([O-:11])=[O:10] |f:1.2|. Reported procedure: Into a 2 liter-autoclave, 1000 g of deionized water, 0.8 g of methylcellulose, 2.5 g of ethyl acetate, 4 g of di-iso-propyl peroxydicarbonate (IPP), 396 g of vinylidene fluoride, and 4 g of monomethyl maleate (giving a vinylidene fluoride/monomethyl maleate (mol ratio)=100/0.50), were charged and subjected to suspension polymerization at 28° C. for 47 hours. Starting materials: ClC=1C=C(C=CC1Cl)NCC(=O)OCC (Ethyl N-(3,4-dichlorophenyl)glycinate), FC(C(=O)O)(F)F (trifluoroacetic acid), COCCBr (2-bromoethyl methyl ether), [I-].[Na+] (sodium iodide), C([O-])(O)=O.[Na+] (sodium bicarbonate). Run in O (water), CCOCC (ether), C(C)(=O)OCC (ethyl acetate), CN(C)C=O (DMF), CC#N.O (CH3CN H2O). Conditions: time 20 hour. Yields the product ClC=1C=C(C=CC1Cl)N(CC(=O)OCC)CCOC (ethyl N-(3,4-dichlorophenyl)-N-[2-(methyloxy)ethyl]glycinate). The yield is 19.8%. RXN SMILES: [Cl:1][C:2]1[CH:3]=[C:4]([NH:9][CH2:10][C:11]([O:13][CH2:14][CH3:15])=[O:12])[CH:5]=[CH:6][C:7]=1[Cl:8].[CH3:16][O:17][CH2:18][CH2:19]Br.[I-].[Na+].C(=O)(O)[O-].[Na+].FC(F)(F)C(O)=O>O.CCOCC.C(OCC)(=O)C.CC#N.O.CN(C=O)C>[Cl:1][C:2]1[CH:3]=[C:4]([N:9]([CH2:19][CH2:18][O:17][CH3:16])[CH2:10][C:11]([O:13][CH2:14][CH3:15])=[O:12])[CH:5]=[CH:6][C:7]=1[Cl:8] |f:2.3,4.5,10.11|. Procedure: Ethyl N-(3,4-dichlorophenyl)glycinate (3.0 g, 12.1 mmol) was suspended in 2-bromoethyl methyl ether (9.09 mL, 96.7 mmol) and treated with sodium iodide (1.81 g, 12.1 mmol), sodium bicarbonate (1.02 g, 12.1 mmol), and 10 mL of DMF. The reaction was stirred for 20 hours at room temperature, but HPLC (Eclipse XDB-C18, 4.6×250 mm, 5 micron, 1-99% CH3CN/H2O with 0.1% trifluoroacetic acid) indicated that only starting material (Rt=8.0 min) was present and that no reaction had taken place. The reaction... The reactants are COC1=NC(=NC(=C1)OC)OC1=C(C(=O)OC)C(=CC=C1)C(CC)=O (methyl 2-[(4,6-dimethoxypyrimidin-2-yl)oxy]-6-propionylbenzoate), Cl.CON (methoxyamine hydrochloride), C(C)(=O)[O-].[K+] (potassium acetate). Solvent: CO (methanol). The product is CON=C(CC)C1=CC=CC(=C1C(=O)OC)OC1=NC(=CC(=N1)OC)OC (methyl 6-[1-(N-methoxyimino)propyl]-2-[(4,6-dimethoxypyrimidin-2-yl)oxy]benzoate). Isolated yield 89.3%. RXN SMILES: [CH3:1][O:2][C:3]1[CH:8]=[C:7]([O:9][CH3:10])[N:6]=[C:5]([O:11][C:12]2[CH:21]=[CH:20][CH:19]=[C:18]([C:22](=O)[CH2:23][CH3:24])[C:13]=2[C:14]([O:16][CH3:17])=[O:15])[N:4]=1.Cl.[CH3:27][O:28][NH2:29].C([O-])(=O)C.[K+]>CO>[CH3:27][O:28][N:29]=[C:22]([C:18]1[C:13]([C:14]([O:16][CH3:17])=[O:15])=[C:12]([O:11][C:5]2[N:6]=[C:7]([O:9][CH3:10])[CH:8]=[C:3]([O:2][CH3:1])[N:4]=2)[CH:21]=[CH:20][CH:19]=1)[CH2:23][CH3:24] |f:1.2,3.4|. Reported procedure: 0.62 g of methyl 2-[(4,6-dimethoxypyrimidin-2-yl)oxy]-6-propionylbenzoate, 0.45 g of methoxyamine hydrochloride and 0.53 g of potassium acetate were added to 80 ml of methanol, and were heat-refluxed for 6 hours. The precipitated product was filtered out, and the solvent was distilled off. Water was added to the product, and the product was extracted with ethyl acetate. The product was then washed with water, and was dried with magnesium sulfate anhydride. After distilling off the solvent, the m...